This data is from the Open Reaction Database (ORD), a public repository of structured organic reaction records. The task is: describe an organic reaction: reactants, conditions, products, and yield Reactants: Cl.Cl.ONC(=N)C1=C2CCC(C2=CC=C1)=NN1C(=NC(=C1)C1=CC=C(C=C1)C1=CC=CC=C1)N (1-[4-(N-hydroxy-amidino)-2,3-dihydro-1H-inden-1-ylideneamino]-2-amino-4-(4-biphenylyl)-imidazole dihydrochloride), O (water). The reagents and catalysts are [Ni] (Raney nickel). Solvent: CO (methanol). The product is Cl.Cl.C(N)(=N)C1=C2CCC(C2=CC=C1)=NN1C(=NC(=C1)C1=CC=C(C=C1)C1=CC=CC=C1)N (1-[4-(Amidino)-2,3-dihydro-1H-inden-1-ylideneamino]-2-amino-4-(4-bi-phenylyl)-imidazole dihydrochloride). RXN SMILES: [ClH:1].Cl.O[NH:4][C:5]([C:7]1[CH:15]=[CH:14][CH:13]=[C:12]2[C:8]=1[CH2:9][CH2:10][C:11]2=[N:16][N:17]1[CH:21]=[C:20]([C:22]2[CH:27]=[CH:26][C:25]([C:28]3[CH:33]=[CH:32][CH:31]=[CH:30][CH:29]=3)=[CH:24][CH:23]=2)[N:19]=[C:18]1[NH2:34])=[NH:6].O>[Ni].CO>[ClH:1].[ClH:1].[C:5]([C:7]1[CH:15]=[CH:14][CH:13]=[C:12]2[C:8]=1[CH2:9][CH2:10][C:11]2=[N:16][N:17]1[CH:21]=[C:20]([C:22]2[CH:27]=[CH:26][C:25]([C:28]3[CH:29]=[CH:30][CH:31]=[CH:32][CH:33]=3)=[CH:24][CH:23]=2)[N:19]=[C:18]1[NH2:34])(=[NH:4])[NH2:6] |f:0.1.2,6.7.8|. Procedure: Analogously to Example 2, a mixture of 9.27 g (18.54 mmol) of 1-[4-(N-hydroxy-amidino)-2,3-dihydro-1H-inden-1-ylideneamino]-2-amino-4-(4-biphenylyl)-imidazole dihydrochloride, 800 ml of water, 820 ml of methanol and 7.3 g of Raney nickel is hydrogenated at 25°-51° C. and under normal pressure until the absorption of hydrogen has ceased. The reaction mixture is then filtered, the filtrate is acidified to pH 1 with concentrated hydrochloric acid, and concentration is carried out by evaporation in ... The reactants are N1C(CCC1)=O (2-pyrrolidinone), COC=1C=C(CCl)C=C(C1OC)OC (3,4,5-trimethoxybenzyl chloride), C(C)(CC)[Li] (sec-butyl lithium), COC=1C=C(CCl)C=C(C1OC)OC (3,4,5-trimethoxybenzyl chloride). Solvent: O1CCCC1 (tetrahydrofuran), O1CCCC1 (tetrahydrofuran). Run at temperature -78 celsius, time 15 minute. The product is COC=1C=C(CN2C(CCC2)=O)C=C(C1OC)OC (1-(3,4,5-trimethoxybenzyl)-2-oxopyrrolidine). RXN SMILES: [NH:1]1[CH2:5][CH2:4][CH2:3][C:2]1=[O:6].C([Li])(CC)C.[CH3:12][O:13][C:14]1[CH:15]=[C:16]([CH:19]=[C:20]([O:24][CH3:25])[C:21]=1[O:22][CH3:23])[CH2:17]Cl>O1CCCC1>[CH3:25][O:24][C:20]1[CH:19]=[C:16]([CH:15]=[C:14]([O:13][CH3:12])[C:21]=1[O:22][CH3:23])[CH2:17][N:1]1[CH2:5][CH2:4][CH2:3][C:2]1=[O:6]. Procedure details: Combine 2-pyrrolidinone (0.39 g, 4.62 mmol) and tetrahydrofuran (5 mL). Cool to −78° C. using a dry-ice/acetone bath. Add a solution of sec-butyl lithium (4.3 mL, 1.3 M in hexane, 5.55 mmol). After 15 minutes, add a solution of 3,4,5-trimethoxybenzyl chloride (1.00 g, 4.62 mmol) in tetrahydrofuran (5 mL). After the addition of 3,4,5-trimethoxybenzyl chloride is complete, heat to reflux. After 12 hours, cool the reaction mixture and partition between water and ethyl acetate. Separate the aqueous ... Yields the product C(C)(=O)NC=1NC(C=2N=CN(C2N1)COCC(COC(C)=O)OC(C)=O)=O (2-Acetamido-9-(2,3-diacetoxy-1-propoxymethyl)hypoxanthine). RXN SMILES: C([N:4]([C:15](=[O:17])[CH3:16])[C:5]1[NH:6][C:7](=[O:14])[C:8]2[NH:9][CH:10]=[N:11][C:12]=2[N:13]=1)(=O)C.[C:18]([O:21][CH:22]([CH2:30][O:31][C:32](=[O:34])[CH3:33])[CH2:23][O:24][CH2:25]OC(=O)C)(=[O:20])[CH3:19].C(S(O)(=O)=O)C>>[C:15]([NH:4][C:5]1[NH:6][C:7](=[O:14])[C:8]2[N:9]=[CH:10][N:11]([CH2:25][O:24][CH2:23][CH:22]([O:21][C:18](=[O:20])[CH3:19])[CH2:30][O:31][C:32](=[O:34])[CH3:33])[C:12]=2[N:13]=1)(=[O:17])[CH3:16]. The reactants are C(C)(=O)N(C=1NC(C=2NC=NC2N1)=O)C(C)=O (diacetylguanine), C(C)(=O)OC(COCOC(C)=O)COC(C)=O (Acetoxymethyl 2,3-Diacetoxy-1-propyl Ether), C(C)S(=O)(=O)O (ethanesulfonic acid). Procedure: A mixture of 2.61 g (11.1 mmole) of diacetylguanine (VII), 5.50 g (22.2 mmole) of acetoxymethyl 2,3-diacetoxy-1-propyl ether from Step A above and 55 mg of ethanesulfonic acid was heated in a flask fitted with a distillation adapter under low vacuum in an oil bath at 155°-160°. The mixture gradually thinned enough to permit magnetic stirring, and some distillate was collected. The mixture became homogenous after about 45 minutes and was cooled after 75 minutes. The viscous oil as taken up in abo... Conditions: time 45 minute. Starting materials: [C@H]12N[C@@H](C[C@@H]2C1)CNC(=O)C=1C=CC=C2C1C=CO2 (benzofuran-4-carboxylic acid [(1S,3S,5S)-2-aza-bicyclo[3.1.0]hex-3-ylmethyl]-amide), NC=1SC=C(N1)C1=C(C(=O)O)C=CC=C1 (2-(2-amino-thiazol-4-yl)-benzoic acid). The product is NC=1SC=C(N1)C1=C(C(=O)N2[C@H]3C[C@H]3C[C@H]2CNC(=O)C=2C=CC=C3C2C=CO3)C=CC=C1 (benzofuran-4-carboxylic acid {(1S,3S,5S)-2-[2-(2-amino-thiazol-4-yl)-benzoyl]-2-aza-bicyclo[3.1.0]hex-3-ylmethyl}-amide). Reaction SMILES: [C@H:1]12[CH2:6][C@H:5]1[CH2:4][C@@H:3]([CH2:7][NH:8][C:9]([C:11]1[CH:12]=[CH:13][CH:14]=[C:15]3[O:19][CH:18]=[CH:17][C:16]=13)=[O:10])[NH:2]2.[NH2:20][C:21]1[S:22][CH:23]=[C:24]([C:26]2[CH:34]=[CH:33][CH:32]=[CH:31][C:27]=2[C:28](O)=[O:29])[N:25]=1>>[NH2:20][C:21]1[S:22][CH:23]=[C:24]([C:26]2[CH:34]=[CH:33][CH:32]=[CH:31][C:27]=2[C:28]([N:2]2[C@H:3]([CH2:7][NH:8][C:9]([C:11]3[CH:12]=[CH:13][CH:14]=[C:15]4[O:19][CH:18]=[CH:17][C:16]=34)=[O:10])[CH2:4][C@H:5]3[C@@H:1]2[CH2:6]3)=[O:29])[N:25]=1. Reported procedure: prepared by reaction of benzofuran-4-carboxylic acid [(1S,3S,5S)-2-aza-bicyclo[3.1.0]hex-3-ylmethyl]-amide with 2-(2-amino-thiazol-4-yl)-benzoic acid. LC-MS (basic): tR=1.28 min; [M+H]+=458.9.